Dataset: the Open Reaction Database (ORD), a public repository of structured organic reaction records. Task: describe an organic reaction: reactants, conditions, products, and yield Reactants: O=C([O-])[O-], CCOC(=O)CBr, CN(C)C=O, O=C(NC1CCNCC1)c1ccccc1-c1ccc(C(F)(F)F)cc1, [K+], [K+]. Product: CCOC(=O)CN1CCC(NC(=O)c2ccccc2-c2ccc(C(F)(F)F)cc2)CC1. Reaction SMILES: [C:26](=[O:27])([O-:28])[O-:29].[CH2:32]([CH3:33])[O:34][C:35]([CH2:36][Br:37])=[O:38].[CH3:39][N:40]([CH3:41])[CH:42]=[O:43].[F:1][C:2]([c:3]1[cH:4][cH:5][c:6](-[c:9]2[c:10]([C:15](=[O:16])[NH:17][CH:18]3[CH2:19][CH2:20][NH:21][CH2:22][CH2:23]3)[cH:11][cH:12][cH:13][cH:14]2)[cH:7][cH:8]1)([F:24])[F:25].[K+:30].[K+:31]>>[F:1][C:2]([c:3]1[cH:4][cH:5][c:6](-[c:9]2[c:10]([C:15](=[O:16])[NH:17][CH:18]3[CH2:19][CH2:20][N:21]([CH2:36][C:35]([O:34][CH2:32][CH3:33])=[O:38])[CH2:22][CH2:23]3)[cH:11][cH:12][cH:13][cH:14]2)[cH:7][cH:8]1)([F:24])[F:25]. Reactants: BrCC=1C(=NC(=NC1C)C1=CC=CC=C1)C1=CC(=CC=C1)[N+](=O)[O-] (5-bromomethyl-6-methyl-4-(3-nitrophenyl)-2-phenylpyrimidine), CN1CCNCC1 (N-methylpiperazine). Solvent: C(C)(C)O (isopropyl alcohol). Yields the product CC1=C(C(=NC(=N1)C1=CC=CC=C1)C1=CC(=CC=C1)[N+](=O)[O-])CN1CCN(CC1)C (6-methyl-5-(4-methylpiperazin-1-ylmethyl)-4-(3-nitrophenyl)-2-phenylpyrimidine). RXN SMILES: Br[CH2:2][C:3]1[C:4]([C:16]2[CH:21]=[CH:20][CH:19]=[C:18]([N+:22]([O-:24])=[O:23])[CH:17]=2)=[N:5][C:6]([C:10]2[CH:15]=[CH:14][CH:13]=[CH:12][CH:11]=2)=[N:7][C:8]=1[CH3:9].[CH3:25][N:26]1[CH2:31][CH2:30][NH:29][CH2:28][CH2:27]1>C(O)(C)C>[CH3:9][C:8]1[N:7]=[C:6]([C:10]2[CH:15]=[CH:14][CH:13]=[CH:12][CH:11]=2)[N:5]=[C:4]([C:16]2[CH:21]=[CH:20][CH:19]=[C:18]([N+:22]([O-:24])=[O:23])[CH:17]=2)[C:3]=1[CH2:2][N:29]1[CH2:30][CH2:31][N:26]([CH3:25])[CH2:27][CH2:28]1. Procedure details: A mixture of 5-bromomethyl-6-methyl-4-(3-nitrophenyl)-2-phenylpyrimidine (1.5 g), N-methylpiperazine (1.17 g) in isopropyl alcohol (15 ml) was refluxed for 6 hours. After evaporating the solvent, the residue was dissolved in chloroform, washed with saturated aqueous sodium chloride and dried over magnesium sulfate. The filtrate was evaporated under reduced pressure, and the residue was subjected to column chromatography on alumina (100 g) eluting with chloroform. The fractions containing the obj... Reactants: C(C=CCC(=O)O)(=O)O (glutaconic acid), [H-].[Na+] (NaH), IC (iodomethane). Solvent: CN(C)C=O (DMF). Run at time 15 minute. Yields the product COC(\C=C\CC(=O)O)=O (Trans-glutaconic Acid Methyl Ester). Reaction SMILES: [C:1]([OH:9])(=[O:8])[CH:2]=[CH:3][CH2:4][C:5]([OH:7])=[O:6].[H-].[Na+].I[CH3:13]>CN(C=O)C>[CH3:13][O:6][C:5](=[O:7])/[CH:4]=[CH:3]/[CH2:2][C:1]([OH:9])=[O:8] |f:1.2|. Procedure: To a stirring solution of glutaconic acid in DMF (0.1 M) at 0° C. was added NaH (1 eq). After 15 min, iodomethane (1.2 eq) was added, and the mixture was allowed to warm to room temperature overnight. The reaction was quenched with saturated ammonium chloride, and extracted with ethyl acetate. The organic phase was washed with water and brine, dried over magnesium sulfate, filtered and concentrated in vacuo. The residue was chromatographed (silica; 10% MeOH/CHCl3) to afford a colorless viscous o... The product is NC1=C(C(=CC=2N1N=C(N2)C=2OC=CC2)C2=CC=NC=C2)C#N (5-Amino-2-furan-2-yl-7-pyridin-4-yl-[1,2,4]triazolo[1,5-a]pyridine-6-carbonitrile). Starting materials: C1(=CC=CC=C1)S(=O)(=O)CC1=NNC(=N1)C=1OC=CC1 (3-benzenesulfonylmethyl-5-furan-2-yl-1H-[1,2,4]triazole), N1=CC=C(C=C1)C=C(C#N)C#N (4-pyridinylmethylen-propanedinitril). RXN SMILES: C1(S([CH2:10][C:11]2[N:15]=[C:14]([C:16]3[O:17][CH:18]=[CH:19][CH:20]=3)[NH:13][N:12]=2)(=O)=O)C=CC=CC=1.[N:21]1[CH:26]=[CH:25][C:24]([CH:27]=[C:28]([C:31]#[N:32])[C:29]#[N:30])=[CH:23][CH:22]=1>>[NH2:32][C:31]1[N:12]2[N:13]=[C:14]([C:16]3[O:17][CH:18]=[CH:19][CH:20]=3)[N:15]=[C:11]2[CH:10]=[C:27]([C:24]2[CH:23]=[CH:22][N:21]=[CH:26][CH:25]=2)[C:28]=1[C:29]#[N:30]. Procedure: The title compound, MS m/e (%): 303 (M+H+, 100), was prepared in accordance with the general method of example 1 from 3-benzenesulfonylmethyl-5-furan-2-yl-1H-[1,2,4]triazole and 4-pyridinylmethylen-propanedinitril.